This data is from the Open Reaction Database (ORD), a public repository of structured organic reaction records. The task is: describe an organic reaction: reactants, conditions, products, and yield Reactants: FC(C1=CC=C2C=CNC2=C1)(F)F (6-trifluoromethyl-1H-indole), CN1CCC(CC1)=O (1-methyl-4-piperidone). The product is FC(C1=CC=C2C(=CNC2=C1)C=1CCN(CC1)C)(F)F (6-trifluoromethyl-3-(1-methyl-1,2,3,6-tetrahydropyridin-4-yl)-1H-indole). Isolated yield 88.5%. As a reaction SMILES: [F:1][C:2]([F:13])([F:12])[C:3]1[CH:11]=[C:10]2[C:6]([CH:7]=[CH:8][NH:9]2)=[CH:5][CH:4]=1.[CH3:14][N:15]1[CH2:20][CH2:19][C:18](=O)[CH2:17][CH2:16]1>>[F:13][C:2]([F:1])([F:12])[C:3]1[CH:11]=[C:10]2[C:6]([C:7]([C:18]3[CH2:19][CH2:20][N:15]([CH3:14])[CH2:16][CH:17]=3)=[CH:8][NH:9]2)=[CH:5][CH:4]=1. Reported procedure: Beginning with 1.00 gm (5.4 mMol) 6-trifluoromethyl-1H-indole and 1.33 mL (11.0 mMol) 1-methyl-4-piperidone, 1.34 gm (89%) of the title compound were recovered as colorless crystals. Yields the product Cl, Fc1ccc2ncnc(Nc3ccc(Cl)c(Cl)c3)c2c1. As a reaction SMILES: [CH:22]([OH:23])([CH3:24])[CH3:25].[Cl:1][c:2]1[n:3][cH:4][n:5][c:6]2[cH:7][cH:8][c:9]([F:12])[cH:10][c:11]12.[NH2:13][c:14]1[cH:15][cH:16][c:17]([Cl:18])[c:19]([Cl:20])[cH:21]1>>[ClH:1].[c:2]1([NH:13][c:14]2[cH:15][cH:16][c:17]([Cl:18])[c:19]([Cl:20])[cH:21]2)[n:3][cH:4][n:5][c:6]2[cH:7][cH:8][c:9]([F:12])[cH:10][c:11]12. The reactants are CC(C)O, Fc1ccc2ncnc(Cl)c2c1, Nc1ccc(Cl)c(Cl)c1. The reactants are CC1(OC(=CC1=O)C)C (2,2,5-trimethyl-3(2H)-furanone), FC1=CC=C(C=O)C=C1 (4-fluorobenzaldehyde), [OH-].[Na+] (sodium hydroxide). Solvent: [Cl-].[Na+] (sodium chloride), O (water), C(C)O (ethanol). Run at temperature 50 celsius. Yields the product CC1(OC(=CC1=O)C=CC1=CC=C(C=C1)F)C (2,2-Dimethyl-5-[2-(4-fluorophenyl)ethenyl]-3(2H)-furanone). Isolated yield 60.1%. RXN SMILES: [CH3:1][C:2]1([CH3:9])[C:6](=[O:7])[CH:5]=[C:4]([CH3:8])[O:3]1.[F:10][C:11]1[CH:18]=[CH:17][C:14]([CH:15]=O)=[CH:13][CH:12]=1.[OH-].[Na+]>C(O)C.[Cl-].[Na+].O>[CH3:1][C:2]1([CH3:9])[C:6](=[O:7])[CH:5]=[C:4]([CH:8]=[CH:15][C:14]2[CH:17]=[CH:18][C:11]([F:10])=[CH:12][CH:13]=2)[O:3]1 |f:2.3,5.6|. Procedure details: To a solution of 2,2,5-trimethyl-3(2H)-furanone (2.0 g, 15.9 mM) and 4-fluorobenzaldehyde (1.6 g, 13.2 mM) in ethanol (100 mL), was added 1N aqueous sodium hydroxide (1.6 mL, 1.6 mM). The reaction solution was heated at 50° C. for four hours. After the reaction solution was cooled to room temperature and diluted with saturated aqueous sodium chloride (200 mL) and water (200 mL), the aqueous solution was extracted with diethyl ether (2×100 mL). The combined ethereal extracts were washed with satu...